This data is from the Open Reaction Database (ORD), a public repository of structured organic reaction records. The task is: describe an organic reaction: reactants, conditions, products, and yield Reaction SMILES: CC(C)([O-])C.[K+].[C:7]1([N:13]2[C:17]([SH:18])=[N:16][N:15]=[N:14]2)[CH:12]=[CH:11][CH:10]=[CH:9][CH:8]=1.Cl[C:20]1([C:30]2[CH:35]=[CH:34][CH:33]=[CH:32][CH:31]=2)[C:29]2[C:24](=[CH:25][CH:26]=[CH:27][CH:28]=2)[C:22](=[O:23])[O:21]1>CN(C)C=O>[C:30]1([C:20]2([S:18][C:17]3[N:13]([C:7]4[CH:8]=[CH:9][CH:10]=[CH:11][CH:12]=4)[N:14]=[N:15][N:16]=3)[C:29]3[C:24](=[CH:25][CH:26]=[CH:27][CH:28]=3)[C:22](=[O:23])[O:21]2)[CH:31]=[CH:32][CH:33]=[CH:34][CH:35]=1 |f:0.1|. Procedure: To 300 ml of dried dimethylformamide, was added 14.56 g (0.12 mol.) of potassium tert-butoxide and 18 g (0.1 mol.) of 1-phenyl-5-mercaptotetrazole. The mixture was stirred for 20 minutes at room temperature. Thereafter, to the mixture cooled to 5° C. and kept there, was gradually added dropwise a solution prepared by adding 25 g (0.1 mol.) of 3-chloro-3-phenylphthalide to 75 ml of dried dimethylformamide. At the conclusion of the dropwise addition, the cooling bath was removed, and the mixture w... The reactants are CC(C)([O-])C.[K+] (potassium tert-butoxide), C1(=CC=CC=C1)N1N=NN=C1S (1-phenyl-5-mercaptotetrazole), ClC1(OC(=O)C2=CC=CC=C12)C1=CC=CC=C1 (3-chloro-3-phenylphthalide). Run in CN(C=O)C (dimethylformamide), CN(C=O)C (dimethylformamide). Reaction conditions: time 20 minute. Product: C1(=CC=CC=C1)C1(OC(=O)C2=CC=CC=C12)SC1=NN=NN1C1=CC=CC=C1 (3-phenyl-3-(1-phenyltetrazole-5-ylthio)phthalide).